From a dataset of the Open Reaction Database (ORD), a public repository of structured organic reaction records. describe an organic reaction: reactants, conditions, products, and yield The reactants are COc1cc2nccc(Oc3ccc(N)cc3)c2cc1OC, Cc1ccccc1, O=C=Nc1ccc(Oc2ccccc2)cc1. Product: COc1cc2nccc(Oc3ccc(NC(=O)Nc4ccc(Oc5ccccc5)cc4)cc3)c2cc1OC. Reaction SMILES: [CH3:1][O:2][c:3]1[cH:4][c:5]2[c:6]([O:15][c:16]3[cH:17][cH:18][c:19]([NH2:22])[cH:20][cH:21]3)[cH:7][cH:8][n:9][c:10]2[cH:11][c:12]1[O:13][CH3:14].[CH3:39][c:40]1[cH:41][cH:42][cH:43][cH:44][cH:45]1.[O:23]([c:24]1[cH:25][cH:26][cH:27][cH:28][cH:29]1)[c:30]1[cH:31][cH:32][c:33]([N:36]=[C:37]=[O:38])[cH:34][cH:35]1>>[CH3:1][O:2][c:3]1[cH:4][c:5]2[c:6]([O:15][c:16]3[cH:17][cH:18][c:19]([NH:22][C:37]([NH:36][c:33]4[cH:32][cH:31][c:30]([O:23][c:24]5[cH:25][cH:26][cH:27][cH:28][cH:29]5)[cH:35][cH:34]4)=[O:38])[cH:20][cH:21]3)[cH:7][cH:8][n:9][c:10]2[cH:11][c:12]1[O:13][CH3:14].